From a dataset of the Open Reaction Database (ORD), a public repository of structured organic reaction records. describe an organic reaction: reactants, conditions, products, and yield Reactants: BrCCCCCCC (1-bromoheptane), [Cl-].[NH4+] (ammonium chloride), solution, C(CCC)[Li] (butyllithium), C(C)(C)NC(C)C (diisopropylamine), C(CCCCC)OC1=CC=C(C=C1)C=1SC2=C(N1)CC(C2)C#N (2-(4-n-hexyloxyphenyl)-5-cyano-5,6-dihydro-4-H-cyclopenta[d]thiazole), C(CCCCC)OC1=CC=C(C=C1)C1(SC=CN1C(=O)[O-])C(=O)OCC (ethyl 2-(4-n-hexyloxyphenyl)-thiazole-2,3-dicarboxylate), ( a ), ( b ), S(=O)(=O)([O-])C1=CC=C(C)C=C1 (tosylate), ( c ), C(CC(=O)OCC)(=O)OCC (diethyl malonate), ( d ), ( e ). Solvent: CCCCCC (hexane), C1CCOC1 (THF), C1CCOC1 (THF). Conditions: time 15 minute. The product is C(CCCCC)OC1=CC=C(C=C1)C=1SC2=C(N1)CC(C2)(CCCCCCC)C#N (2-(4-n-hexyloxyphenyl)-5-cyano-5-n-heptyl-5,6-dihydro-4-H-cyclopenta[d]thiazole). Reaction SMILES: C([Li])CCC.C(NC(C)C)(C)C.[CH2:13]([O:19][C:20]1[CH:25]=[CH:24][C:23]([C:26]2[S:27][C:28]3[CH2:33][CH:32]([C:34]#[N:35])[CH2:31][C:29]=3[N:30]=2)=[CH:22][CH:21]=1)[CH2:14][CH2:15][CH2:16][CH2:17][CH3:18].C(O[C:43]1[CH:48]=[CH:47][C:46]([C:49]2(C(OCC)=O)N(C([O-])=O)C=CS2)=[CH:45][CH:44]=1)CCCCC.S(C1C=CC(C)=CC=1)([O-])(=O)=O.C(OCC)(=O)CC(OCC)=O.BrCCCCCCC.[Cl-].[NH4+]>CCCCCC.C1COCC1>[CH2:13]([O:19][C:20]1[CH:25]=[CH:24][C:23]([C:26]2[S:27][C:28]3[CH2:33][C:32]([C:34]#[N:35])([CH2:47][CH2:48][CH2:43][CH2:44][CH2:45][CH2:46][CH3:49])[CH2:31][C:29]=3[N:30]=2)=[CH:22][CH:21]=1)[CH2:14][CH2:15][CH2:16][CH2:17][CH3:18] |f:7.8|. Procedure details: 6.1 ml of a 15% solution of butyllithium in hexane are added to a mixture of 1.4 ml of diisopropylamine in 10 ml of THF at -20°. 3.3 of g of 2-(4-n-hexyloxyphenyl)-5-cyano-5,6-dihydro-4-H-cyclopenta[d]thiazole (which can be prepared from ethyl 2-(4-n-hexyloxyphenyl)-thiazole-2,3-dicarboxylate by (a) reduction of the carbonyl groups, (b) conversion into the tosylate, (c) cyclization by reaction with diethyl malonate, (d) saponification and decarboxylation and (e) introduction of the nitrile group... Starting materials: BrC(C(=O)C1=CC=CC=C1)(C)C (α-bromoisobutyrophenone), CN1C=NC=C1 (1-methylimidazole). Solvent: C(C)OCC (diethyl ether). Yields the product [Br-].C[NH+]1CN(C=C1)C(C(=O)C1=CC=CC=C1)(C)C (1-methyl-3-(1,1-dimethyl-2-phenyl-2-oxoethyl)-1H-imidazolium bromide). Yield: 62.3%. RXN SMILES: [Br:1][C:2]([CH3:12])([CH3:11])[C:3]([C:5]1[CH:10]=[CH:9][CH:8]=[CH:7][CH:6]=1)=[O:4].[CH3:13][N:14]1[CH:18]=[CH:17][N:16]=[CH:15]1>C(OCC)C>[Br-:1].[CH3:13][NH+:14]1[CH:18]=[CH:17][N:16]([C:2]([CH3:12])([CH3:11])[C:3]([C:5]2[CH:10]=[CH:9][CH:8]=[CH:7][CH:6]=2)=[O:4])[CH2:15]1 |f:3.4|. Procedure details: A solution of 4.6 g (0.02 mol) of α-bromoisobutyrophenone and 1.8 g (0.022 mol) of 1-methylimidazole in 30 ml of diethyl ether was stirred at room temperature for approximately 48 hours. The solvent was decanted and the resulting oil was slurried in ethyl acetate. The solvent was again decanted and the residue was dissolved in acetonitrile prior to adding a small portion of ethyl acetate. A white precipitate was collected by filtration and recrystallized from methanol/ethyl acetate to afford 3.8... Starting materials: BrCCBr, O=C([O-])[O-], CC(C)=O, [K+], [K+], CCOC(=O)CC(C)=O. The product is CCOC(=O)C1(C(C)=O)CC1. RXN SMILES: [Br:16][CH2:17][CH2:18][Br:19].[C:10](=[O:11])([O-:12])[O-:13].[CH3:20][C:21](=[O:22])[CH3:23].[K+:14].[K+:15].[O:1]=[C:2]([CH2:3][C:4](=[O:5])[O:6][CH2:7][CH3:8])[CH3:9]>>[O:1]=[C:2]([C:3]1([C:4](=[O:5])[O:6][CH2:7][CH3:8])[CH2:17][CH2:18]1)[CH3:9]. The reactants are CCN(C(C)C)C(C)C (DIPEA), FC(C=1C=C(C=C(C1)C(F)(F)F)C1=NN(C=N1)\C=C/C(=O)O)(F)F ((Z)-3-(3-(3,5-bis(trifluoromethyl)phenyl)-1H-1,2,4-triazol-1-yl)acrylic acid), C(CC)P1(OP(OP(O1)(=O)CCC)(=O)CCC)=O (T3P), N1CC(CCC1)C(=O)NN (piperidine-3-carbohydrazide). Solvent: C1CCOC1 (THF), CCOC(=O)C (EtOAc). Reaction conditions: temperature -60 celsius, time 1 hour. Yields the product FC(C=1C=C(C=C(C1)C(F)(F)F)C1=NN(C=N1)\C=C/C(=O)NNC(=O)C1CNCCC1)(F)F ((Z)—N′-(3-(3-(3,5-bis(trifluoromethyl)phenyl)-1H-1,2,4-triazol-1-yl)acryloyl)piperidine-3-carbohydrazide). Yield: 2.9%. Reaction SMILES: [F:1][C:2]([F:24])([F:23])[C:3]1[CH:4]=[C:5]([C:13]2[N:17]=[CH:16][N:15](/[CH:18]=[CH:19]\[C:20]([OH:22])=O)[N:14]=2)[CH:6]=[C:7]([C:9]([F:12])([F:11])[F:10])[CH:8]=1.[NH:25]1[CH2:30][CH2:29][CH2:28][CH:27]([C:31]([NH:33][NH2:34])=[O:32])[CH2:26]1.C(P1(=O)OP(CCC)(=O)OP(CCC)(=O)O1)CC.CCN(C(C)C)C(C)C>C1COCC1.CCOC(C)=O>[F:11][C:9]([F:10])([F:12])[C:7]1[CH:6]=[C:5]([C:13]2[N:17]=[CH:16][N:15](/[CH:18]=[CH:19]\[C:20]([NH:34][NH:33][C:31]([CH:27]3[CH2:28][CH2:29][CH2:30][NH:25][CH2:26]3)=[O:32])=[O:22])[N:14]=2)[CH:4]=[C:3]([C:2]([F:23])([F:24])[F:1])[CH:8]=1. Procedure: In a 50 mL, 3-neck round-bottom flask, (Z)-3-(3-(3,5-bis(trifluoromethyl)phenyl)-1H-1,2,4-triazol-1-yl)acrylic acid (Example 1, Step 4; 0.25 g, 1.0 eq.) was dissolved in THF:EtOAc (15 mL, 2:1) and cooled to −60° C. where piperidine-3-carbohydrazide (0.113 g, 1.1 eq.) was introduced dropwise. T3P (50% in EtOAc) (1.69 mL, 4 eq.) was added dropwise followed by DIPEA (0.25 mL, 2 eq.) and the reaction mixture was stirred for 1 h at −60° C. The reaction mixture was concentrated under reduced pressure ... Starting materials: COCC1CCCN1S(=O)(=O)c1ccc2c(c1)C1(OCCCO1)C1=NCC(C)(C)CN12, O=S(=O)(O)O. The product is COCC1CCCN1S(=O)(=O)c1ccc2c(c1)C(=O)C1=NCC(C)(C)CN12. Reaction SMILES: [CH3:1][O:2][CH2:3][CH:4]1[N:5]([S:9](=[O:10])(=[O:11])[c:12]2[cH:13][c:14]3[c:15]([cH:16][cH:17]2)[N:18]2[C:19](=[N:20][CH2:21][C:22]([CH3:24])([CH3:25])[CH2:23]2)[C:26]32[O:27][CH2:31][CH2:30][CH2:29][O:28]2)[CH2:6][CH2:7][CH2:8]1.[S:32](=[O:33])(=[O:34])([OH:35])[OH:36]>>[CH3:1][O:2][CH2:3][CH:4]1[N:5]([S:9](=[O:10])(=[O:11])[c:12]2[cH:13][c:14]3[c:15]([cH:16][cH:17]2)[N:18]2[C:19](=[N:20][CH2:21][C:22]([CH3:24])([CH3:25])[CH2:23]2)[C:26]3=[O:27])[CH2:6][CH2:7][CH2:8]1. The reactants are C(=O)C=1C=CC(=NC1)NC(C(C)(C)C)=O (N-(5-formyl-pyridin-2-yl)-2,2-dimethyl-propionamide), [BH4-].[Na+] (sodium borohydride). Run in CO (MeOH). Conditions: time 30 minute. The product is OCC=1C=CC(=NC1)NC(C(C)(C)C)=O (N-(5-hydroxymethyl-pyridin-2-yl)-2,2-dimethyl-propionamide). Isolated yield 48.4%. Reaction SMILES: [CH:1]([C:3]1[CH:4]=[CH:5][C:6]([NH:9][C:10](=[O:15])[C:11]([CH3:14])([CH3:13])[CH3:12])=[N:7][CH:8]=1)=[O:2].[BH4-].[Na+]>CO>[OH:2][CH2:1][C:3]1[CH:4]=[CH:5][C:6]([NH:9][C:10](=[O:15])[C:11]([CH3:13])([CH3:12])[CH3:14])=[N:7][CH:8]=1 |f:1.2|. Procedure: N-(5-formyl-pyridin-2-yl)-2,2-dimethyl-propionamide (6.96 g) under an argon atmosphere in MeOH (120 mL) was cooled to 0° C. and then treated portion wise with sodium borohydride (1.289 g). The cooling bath was removed, stirring was continued for 30 minutes and the reaction mixture was partitioned between half-saturated aqueous NH4Cl and AcOEt. The layers were separated, the organic layer dried over sodium sulphate, filtered and concentrated in vacuo. The residue was purified by flash chromatogra...